describe an organic reaction: reactants, conditions, products, and yield From a dataset of the Open Reaction Database (ORD), a public repository of structured organic reaction records. Product: CN(C)CCNc1nc2cc(OC(=O)C(C)(C)C)ccc2c2c1C(=O)c1ccccc1-2. Reaction SMILES: [C:26]([C:27]([CH3:28])([CH3:29])[CH3:30])(=[O:31])[Cl:32].[CH3:1][N:2]([CH3:3])[CH2:4][CH2:5][NH:6][c:7]1[n:8][c:9]2[cH:10][c:11]([OH:25])[cH:12][cH:13][c:14]2[c:15]2[c:16]1[C:17](=[O:24])[c:18]1[cH:19][cH:20][cH:21][cH:22][c:23]1-2.[CH3:37][N:38]([CH3:39])[c:40]1[cH:41][cH:42][n:43][cH:44][cH:45]1.[Cl:34][CH2:35][Cl:36].[OH2:33]>>[CH3:1][N:2]([CH3:3])[CH2:4][CH2:5][NH:6][c:7]1[n:8][c:9]2[cH:10][c:11]([O:25][C:26]([C:27]([CH3:28])([CH3:29])[CH3:30])=[O:31])[cH:12][cH:13][c:14]2[c:15]2[c:16]1[C:17](=[O:24])[c:18]1[cH:19][cH:20][cH:21][cH:22][c:23]1-2. Starting materials: CC(C)(C)C(=O)Cl, CN(C)CCNc1nc2cc(O)ccc2c2c1C(=O)c1ccccc1-2, CN(C)c1ccncc1, ClCCl, O. Reactants: N1N=C(C2=CC=CC=C12)C=1N=NN(C1)C1=CC=C(C(=O)O)C=C1 (4-[4-(1H-indazol-3-yl)-1H-1,2,3-triazol-1-yl]benzoic acid), CN(C1CNCC1)C (3-dimethylamino pyrrolidine). Yields the product N1N=C(C2=CC=CC=C12)C=1N=NN(C1)C1=CC=C(C(=O)N2CC(CC2)N(C)C)C=C1 (1-{4-[4-(1H-indazol-3-yl)-1H-1,2,3-triazol-1-yl]benzoyl}-N,N-dimethylpyrrolidin-3-amine). As a reaction SMILES: [NH:1]1[C:9]2[C:4](=[CH:5][CH:6]=[CH:7][CH:8]=2)[C:3]([C:10]2[N:11]=[N:12][N:13]([C:15]3[CH:23]=[CH:22][C:18]([C:19](O)=[O:20])=[CH:17][CH:16]=3)[CH:14]=2)=[N:2]1.[CH3:24][N:25]([CH3:31])[CH:26]1[CH2:30][CH2:29][NH:28][CH2:27]1>>[NH:1]1[C:9]2[C:4](=[CH:5][CH:6]=[CH:7][CH:8]=2)[C:3]([C:10]2[N:11]=[N:12][N:13]([C:15]3[CH:16]=[CH:17][C:18]([C:19]([N:28]4[CH2:29][CH2:30][CH:26]([N:25]([CH3:31])[CH3:24])[CH2:27]4)=[O:20])=[CH:22][CH:23]=3)[CH:14]=2)=[N:2]1. Reported procedure: The title compound was obtained following procedure described for example 26, but starting from 4-[4-(1H-indazol-3-yl)-1H-1,2,3-triazol-1-yl]benzoic acid (100 mg; 0.33 mmol; 1.0 eq.) and 3-dimethylamino pyrrolidine (56 mg, 0.49, 1.5 eq.). Purification by flash chomatography on silica (DCM:MeOH:NH4OH, gradient from 100:0:0 to 90:10:0.1) afforded the title compound as a yellow powder. 1H NMR (300 Mz, DMSO-d6) δ 13.37 (s, 1H), 9.39 (s, 1H), 8.36 (d, J=8.2 Hz, 1H), 8.13 (d, J=8.3 Hz, 2H), 7.83-7.72 ... Starting materials: N#Cc1ccc(Br)cc1C(F)(F)F, Cc1ccccc1, CCO, COc1cc(F)ccc1B(O)O, [Na+], O=C([O-])O, c1ccc(P(c2ccccc2)(c2ccccc2)[Pd](P(c2ccccc2)(c2ccccc2)c2ccccc2)(P(c2ccccc2)(c2ccccc2)c2ccccc2)P(c2ccccc2)(c2ccccc2)c2ccccc2)cc1. Product: COc1cc(F)ccc1-c1ccc(C#N)c(C(F)(F)F)c1. Reaction SMILES: [Br:1][c:2]1[cH:3][c:4]([C:10]([F:11])([F:12])[F:13])[c:5]([C:6]#[N:7])[cH:8][cH:9]1.[CH3:31][c:32]1[cH:33][cH:34][cH:35][cH:36][cH:37]1.[CH3:38][CH2:39][OH:40].[F:19][c:20]1[cH:21][c:22]([O:29][CH3:30])[c:23]([B:26]([OH:27])[OH:28])[cH:24][cH:25]1.[Na+:18].[O-:14][C:15]([OH:16])=[O:17].[cH:41]1[cH:42][cH:43][c:44]([P:45]([Pd:46]([P:47]([c:48]2[cH:49][cH:50][cH:51][cH:52][cH:53]2)([c:54]2[cH:55][cH:56][cH:57][cH:58][cH:59]2)[c:60]2[cH:61][cH:62][cH:63][cH:64][cH:65]2)([P:66]([c:67]2[cH:68][cH:69][cH:70][cH:71][cH:72]2)([c:73]2[cH:74][cH:75][cH:76][cH:77][cH:78]2)[c:79]2[cH:80][cH:81][cH:82][cH:83][cH:84]2)[P:85]([c:86]2[cH:87][cH:88][cH:89][cH:90][cH:91]2)([c:92]2[cH:93][cH:94][cH:95][cH:96][cH:97]2)[c:98]2[cH:99][cH:100][cH:101][cH:102][cH:103]2)([c:104]2[cH:105][cH:106][cH:107][cH:108][cH:109]2)[c:110]2[cH:111][cH:112][cH:113][cH:114][cH:115]2)[cH:116][cH:117]1>>[c:2]1(-[c:23]2[c:22]([O:29][CH3:30])[cH:21][c:20]([F:19])[cH:25][cH:24]2)[cH:3][c:4]([C:10]([F:11])([F:12])[F:13])[c:5]([C:6]#[N:7])[cH:8][cH:9]1. The reactants are C(N)(=O)CN1C(COC2=C1C=CC(=C2)F)=O (4-carbamoylmethyl-7-fluoro-2H-1,4-benzoxazin-3(4H)-one), S(=O)(Cl)Cl (thionyl chloride). Reagents/catalysts: CN(C=O)C (N,N-dimethylformamide). Run in C1(=CC=CC=C1)C (toluene). Run at time 2 hour. The product is C(#N)CN1C(COC2=C1C=CC(=C2)F)=O (4-cyanomethyl-7-fluoro-2H-1,4-benzoxazin-3(4H)-one). Isolated yield 84.5%. Reaction SMILES: [C:1]([CH2:4][N:5]1[C:10]2[CH:11]=[CH:12][C:13]([F:15])=[CH:14][C:9]=2[O:8][CH2:7][C:6]1=[O:16])(=O)[NH2:2].S(Cl)(Cl)=O>CN(C)C=O.C1(C)C=CC=CC=1>[C:1]([CH2:4][N:5]1[C:10]2[CH:11]=[CH:12][C:13]([F:15])=[CH:14][C:9]=2[O:8][CH2:7][C:6]1=[O:16])#[N:2]. Procedure details: A mixture of 4-carbamoylmethyl-7-fluoro-2H-1,4-benzoxazin-3(4H)-one (2.24 g), toluene (20 ml), thionyl chloride (2.4 g) and N,N-dimethylformamide (3 drops) was stirred at a temperature of 90° C. to 100° C. for 2 hours. The solvent was distilled off from the mixture, and then methylisobutyl ketone (100 ml) was added thereto and the resulting mixed solution was filtered, the filtrate was washed with water, sodiumbicarbonate solution, and water, in that order, and subsequently dried with anhydrous ... Reactants: ClC1=C(C(=O)O)C=C(C=N1)Cl (2,5-dichloronicotinic acid), C(C(=O)Cl)(=O)Cl (oxalyl chloride), CO (methanol). The reagents and catalysts are CN(C=O)C (N,N-dimethylformamide). Solvent: ClCCl (dichloromethane), ClCCl (dichloromethane). Conditions: temperature 20 celsius, time 15 hour. Product: ClC1=C(C(=O)OC)C=C(C=N1)Cl (Methyl 2,5-dichloronicotinate). Yield: 89.0%. Reaction SMILES: [Cl:1][C:2]1[N:10]=[CH:9][C:8]([Cl:11])=[CH:7][C:3]=1[C:4]([OH:6])=[O:5].[C:12](Cl)(=O)C(Cl)=O.CO>ClCCl.CN(C)C=O>[Cl:1][C:2]1[N:10]=[CH:9][C:8]([Cl:11])=[CH:7][C:3]=1[C:4]([O:6][CH3:12])=[O:5]. Procedure: A solution of 2,5-dichloronicotinic acid (20 g, 0.10 mol) [OChem, 782D853] in dichloromethane (520 mL) was treated with 2 M oxalyl chloride in dichloromethane (160 mL, 310 mmol) followed by a few drops of N,N-dimethylformamide and stirred at 20° C. for 15 hours. The reaction mixture was concentrated, diluted with dichloromethane (200 mL), cooled to 0° C., treated with methanol (110 mL, 2.7 mol), and stirred at 0° C. for 5 minutes. The reaction mixture was concentrated to a crude residue. Purific... Reactants: CCN(C(C)C)C(C)C (DIPEA), ClC=1C=C2C(=CN1)NC(=C2)C(=O)NCC(=O)O ([(5-Chloro-1H-pyrrolo[2,3-c]pyridine-2-carbonyl)amino]acetic acid), Cl.OC1CNC1 (3-hydroxyazetidine hydrochloride), C=1C=CC2=C(C1)N=NN2O (HOBt), CCN=C=NCCCN(C)C (EDCI). The solvent is CN(C)C=O (DMF). Run at time 5 minute. Yields the product OC1CN(C1)C(CNC(=O)C1=CC=2C(=CN=C(C2)Cl)N1)=O (5-Chloro-1H-pyrrolo[2,3-c]pyridine-2-carboxylic acid [2-(3-hydroxyazetidin-1-yl)-2-oxoethyl]amide). Reaction SMILES: [Cl:1][C:2]1[CH:3]=[C:4]2[CH:10]=[C:9]([C:11]([NH:13][CH2:14][C:15]([OH:17])=O)=[O:12])[NH:8][C:5]2=[CH:6][N:7]=1.Cl.[OH:19][CH:20]1[CH2:23][NH:22][CH2:21]1.C1C=CC2N(O)N=NC=2C=1.CCN(C(C)C)C(C)C.CCN=C=NCCCN(C)C>CN(C=O)C>[OH:19][CH:20]1[CH2:23][N:22]([C:15](=[O:17])[CH2:14][NH:13][C:11]([C:9]2[NH:8][C:5]3=[CH:6][N:7]=[C:2]([Cl:1])[CH:3]=[C:4]3[CH:10]=2)=[O:12])[CH2:21]1 |f:1.2|. Procedure details: [(5-Chloro-1H-pyrrolo[2,3-c]pyridine-2-carbonyl)amino]acetic acid (30 mg, 0.12 mmol), 3-hydroxyazetidine hydrochloride (13 mg, 0.12 mmol) and HOBt (16 mg, 0.12 mmol) were dissolved in DMF (3 ml) and DIPEA (43 μl, 0.25 mmol). After 5 min, EDCI (30 mg, 0.15 mmol) was added and the reaction mixture stirred at rt for 16 h. The solvent was removed in vacuo and the residue partitioned between water (20 ml) and DCM (3×20 ml). The combined organics were dried (MgSO4), concentrated in vacuo and the resid... Yield: 98.5%. As a reaction SMILES: [F:1][C:2]1[CH:9]=[CH:8][C:5]([CH2:6][NH2:7])=[CH:4][CH:3]=1.[F:10][C:11]1[CH:18]=[CH:17][C:14]([CH2:15]Br)=[CH:13][CH:12]=1>C1COCC1>[F:1][C:2]1[CH:9]=[CH:8][C:5]([CH2:6][NH:7][CH2:15][C:14]2[CH:17]=[CH:18][C:11]([F:10])=[CH:12][CH:13]=2)=[CH:4][CH:3]=1. Conditions: time 8 hour. The solvent is C1CCOC1 (THF). Starting materials: FC1=CC=C(CN)C=C1 (4-flourobenzylamine), FC1=CC=C(CBr)C=C1 (4-fluorobenzyl-bromide). Reported procedure: To 4-flourobenzylamine (1.17 g, 9.4 mmol) dissolved in 5 mL of THF was added 4-fluorobenzyl-bromide (0.88 g, 4.7 mmol) dropwise. The reaction was stirred overnight resulting in the formation of a white solid. After filtering off the solid solvent was removed to yield 1.08 g crude di-(4-fluorobenzyl) amine. To this was added 19 mL of CH2Cl2 and 19 mL of saturated (aq.) NaHCO3. Acetyl chloride (0.67 mL, 9.4 mmol) was added to the rapidly stirring mixture and the reaction allowed to proceed overnig... Product: FC1=CC=C(CNCC2=CC=C(C=C2)F)C=C1 (di-(4-fluorobenzyl) amine). Starting materials: ClC1=NC=CC(=C1)C#N (2-chloro-4-cyanopyridine), C(C)(=O)OC(C)=O (acetic anhydride). Reagents/catalysts: [Pt](=O)=O (platinum dioxide). The solvent is C(C)(=O)O (acetic acid). Reaction conditions: time 2 hour. The product is ClC1=NC=CC(=C1)CNC(C)=O (N-(2-chloropyrid-4-ylmethyl)acetamide). As a reaction SMILES: [Cl:1][C:2]1[CH:7]=[C:6]([C:8]#[N:9])[CH:5]=[CH:4][N:3]=1.[C:10](OC(=O)C)(=[O:12])[CH3:11]>[Pt](=O)=O.C(O)(=O)C>[Cl:1][C:2]1[CH:7]=[C:6]([CH2:8][NH:9][C:10](=[O:12])[CH3:11])[CH:5]=[CH:4][N:3]=1. Reported procedure: A mixture of 2-chloro-4-cyanopyridine (1.9 g), platinum dioxide (0.3 g), acetic anhydride (50 ml) and acetic acid (50 ml) was stirred under an atmosphere of hydrogen for 2 hours. The mixture was filtered and the filtrate was evaporated. The residue was partitioned between chloroform and dilute aqueous sodium bicarbonate solution. The organic phase was dried (MgSO4) and evaporated to give N-(2-chloropyrid-4-ylmethyl)acetamide (1.5 g), as an oil. Reactants: COc1cc(O[Si](C(C)C)(C(C)C)C(C)C)ccc1Br, [Li]CCCC, C1CCOC1, CCCCCC, [Cl-], O=C1Nc2ccc(Cl)cc2C1=O, O=C1Nc2ccc(Cl)cc2C1=O, [H-], [NH4+], [Na+], [Na]. The product is COc1cc(O[Si](C(C)C)(C(C)C)C(C)C)ccc1C1(O)C(=O)Nc2ccc(Cl)cc21. RXN SMILES: [Br:12][c:13]1[c:14]([O:30][CH3:31])[cH:15][c:16]([O:17][Si:18]([CH:19]([CH3:20])[CH3:21])([CH:22]([CH3:23])[CH3:24])[CH:25]([CH3:26])[CH3:27])[cH:28][cH:29]1.[CH2:1]([Li:2])[CH2:3][CH2:4][CH3:5].[CH2:61]1[O:62][CH2:63][CH2:64][CH2:65]1.[CH3:6][CH2:7][CH2:8][CH2:9][CH2:10][CH3:11].[Cl-:59].[Cl:33][c:34]1[cH:35][c:36]2[c:40]([cH:41][cH:42]1)[NH:39][C:38](=[O:43])[C:37]2=[O:44].[Cl:45][c:46]1[cH:47][c:48]2[c:49]([cH:50][cH:51]1)[NH:52][C:53](=[O:54])[C:55]2=[O:56].[H-:57].[NH4+:60].[Na+:58].[Na:32]>>[c:13]1([C:37]2([OH:44])[c:36]3[cH:35][c:34]([Cl:33])[cH:42][cH:41][c:40]3[NH:39][C:38]2=[O:43])[c:14]([O:30][CH3:31])[cH:15][c:16]([O:17][Si:18]([CH:19]([CH3:20])[CH3:21])([CH:22]([CH3:23])[CH3:24])[CH:25]([CH3:26])[CH3:27])[cH:28][cH:29]1.